Dataset: the Open Reaction Database (ORD), a public repository of structured organic reaction records. Task: describe an organic reaction: reactants, conditions, products, and yield Starting materials: CC1CCCN1c1ccc([N+](=O)[O-])c(C(F)(F)F)c1, CO. Yields the product CC1CCCN1c1ccc(N)c(C(F)(F)F)c1. RXN SMILES: [CH3:1][CH:2]1[N:3]([c:7]2[cH:8][c:9]([C:16]([F:17])([F:18])[F:19])[c:10]([N+:13]([O-:14])=[O:15])[cH:11][cH:12]2)[CH2:4][CH2:5][CH2:6]1.[CH3:20][OH:21]>>[CH3:1][CH:2]1[N:3]([c:7]2[cH:8][c:9]([C:16]([F:17])([F:18])[F:19])[c:10]([NH2:13])[cH:11][cH:12]2)[CH2:4][CH2:5][CH2:6]1. Starting materials: C(CCC)[Li] (n-butyl lithium), Wittig salt, BrCCCCC (1-bromopentane), C1(=CC=CC=C1)P(C1=CC=CC=C1)C1=CC=CC=C1 (triphenylphosphine), BrC=1C=C(C=O)C=CC1 (3-bromobenzaldehyde). Solvent: CCCCCC (hexane), O1CCCC1 (tetrahydrofuran). Run at time 15 minute. The product is BrC=1C=C(C=CC1)C=CCCCC (3-bromo-(1-hexenyl)benzene). RXN SMILES: Br[CH2:2][CH2:3][CH2:4][CH2:5][CH3:6].C1(P(C2C=CC=CC=2)C2C=CC=CC=2)C=CC=CC=1.C([Li])CCC.[Br:31][C:32]1[CH:33]=[C:34]([CH:37]=[CH:38][CH:39]=1)[CH:35]=O>O1CCCC1.CCCCCC>[Br:31][C:32]1[CH:33]=[C:34]([CH:35]=[CH:2][CH2:3][CH2:4][CH2:5][CH3:6])[CH:37]=[CH:38][CH:39]=1. Procedure: To 14.7 gm of the Wittig salt prepared from 1-bromopentane and triphenylphosphine in 80 ml of tetrahydrofuran at 0° C. is added 22.5 ml of n-butyl lithium (1.6M) in hexane. The mixture is stirred for 15 minutes, and 3.8 ml of 3-bromobenzaldehyde is added. This mixture is stirred for 30 minutes; and after concentrating and diluting with ether, the solids are filtered off. Further concentration of the filtrate and chromatography over silica gel eluting with 3:2 hexane:ether yields pure 3-bromo-(1-...